Task: describe an organic reaction: reactants, conditions, products, and yield. Dataset: the Open Reaction Database (ORD), a public repository of structured organic reaction records Starting materials: BrC1=CC(=C(N)C(=C1)F)F (4-bromo-2,6-difluoroaniline), C(C)SC=1C=C(C=CC1)B(O)O (3-(ethylthio)phenylboronic acid). Product: C(C)SC=1C=C(C=CC1)C1=CC(=C(C(=C1)F)N)F (3′-(ethylthio)-3,5-difluorobiphenyl-4-amine). Yield: 70.7%. RXN SMILES: Br[C:2]1[CH:8]=[C:7]([F:9])[C:5]([NH2:6])=[C:4]([F:10])[CH:3]=1.[CH2:11]([S:13][C:14]1[CH:15]=[C:16](B(O)O)[CH:17]=[CH:18][CH:19]=1)[CH3:12]>>[CH2:11]([S:13][C:14]1[CH:19]=[C:18]([C:2]2[CH:8]=[C:7]([F:9])[C:5]([NH2:6])=[C:4]([F:10])[CH:3]=2)[CH:17]=[CH:16][CH:15]=1)[CH3:12]. Procedure details: The title compound (900 mg) was prepared from 4-bromo-2,6-difluoroaniline (1 g, 4.8 mmol) and 3-(ethylthio)phenylboronic acid (1.13 g, 6.24 mmol) as a colourless liquid. The reactants are C(C(S)CC(=O)OCCCC)(=O)OCCCC (Dibutyl thiomalate), C(CCC)[Sn](CCCC)=O (dibutyltin oxide), C(CCC)[Sn](CCCC)=O (dibutyltin oxide). The product is C(CCC)C(C(C(=O)[O-])S)(C(=O)[O-])CCCC.C(CCC)[Sn+2]CCCC (dibutyltin mono (dibutyl thiomalate)). Reaction SMILES: [C:1]([O:13]CCCC)(=[O:12])[CH:2]([CH2:4][C:5]([O:7]CCCC)=[O:6])[SH:3].[CH2:18]([Sn:22](=O)[CH2:23][CH2:24][CH2:25][CH3:26])[CH2:19][CH2:20][CH3:21]>>[CH2:18]([C:4]([CH2:1][CH2:2][CH2:4][CH3:5])([C:5]([O-:7])=[O:6])[CH:2]([SH:3])[C:1]([O-:13])=[O:12])[CH2:19][CH2:20][CH3:21].[CH2:18]([Sn+2:22][CH2:23][CH2:24][CH2:25][CH3:26])[CH2:19][CH2:20][CH3:21] |f:2.3|. Reported procedure: Dibutyl thiomalate 140 grams (93% assay) was warmed to 90° C and dibutyltin oxide 125 grams was added slowly with stirring and continued heating. The dibutyltin oxide had dissolved by the time the mixture reached 130° C to give dibutyltin mono (dibutyl thiomalate) a viscous liquid.